This data is from the Open Reaction Database (ORD), a public repository of structured organic reaction records. The task is: describe an organic reaction: reactants, conditions, products, and yield The reactants are C1(=CC=C(C=C1)C(=O)NC1=CC=C(C(=O)O)C=C1)C1=CC=CC=C1 (4-(4-biphenylylcarbonylamino)benzoic acid), CCN=C=NCCCN(C)C (WSC), C=1C=CC2=C(C1)N=NN2O (HOBt), CN(CCN)C (N,N-dimethylethylenediamine). The solvent is C1CCOC1 (THF), C(C)N(CC)CC (triethylamine), C(C)#N (acetonitrile), O (water). Conditions: time 18 hour. The product is CN(CCNC(=O)C1=CC=C(C=C1)NC(=O)C1=CC=C(C=C1)C1=CC=CC=C1)C (N-[4-({[2-(Dimethylamino)ethyl]amino}carbonyl)phenyl](4-biphenylyl)carboxamide). Isolated yield 25.4%. As a reaction SMILES: [C:1]1([C:19]2[CH:24]=[CH:23][CH:22]=[CH:21][CH:20]=2)[CH:6]=[CH:5][C:4]([C:7]([NH:9][C:10]2[CH:18]=[CH:17][C:13]([C:14](O)=[O:15])=[CH:12][CH:11]=2)=[O:8])=[CH:3][CH:2]=1.CCN=C=NCCCN(C)C.C1C=CC2N(O)N=NC=2C=1.[CH3:46][N:47]([CH3:51])[CH2:48][CH2:49][NH2:50]>C1COCC1.O.C(N(CC)CC)C.C(#N)C>[CH3:46][N:47]([CH3:51])[CH2:48][CH2:49][NH:50][C:14]([C:13]1[CH:12]=[CH:11][C:10]([NH:9][C:7]([C:4]2[CH:5]=[CH:6][C:1]([C:19]3[CH:24]=[CH:23][CH:22]=[CH:21][CH:20]=3)=[CH:2][CH:3]=2)=[O:8])=[CH:18][CH:17]=1)=[O:15]. Procedure details: To a solution of 4-(4-biphenylylcarbonylamino)benzoic acid (0.323 g) in THF (15 ml)/acetonitrile (15 ml) were added WSC (0.248 g), HOBt (0.156 g), N,N-dimethylethylenediamine (0.097 g), and triethylamine (0.21 ml). After stirring at room temperature for 18 hr, the reaction mixture was diluted with water and extracted with ethyl acetate. The organic layer was washed with 10% aqueous potassium carbonate and saturated aqueous sodium chloride sequentially, dried, and concentrated. The residue was re...